Dataset: the Open Reaction Database (ORD), a public repository of structured organic reaction records. Task: describe an organic reaction: reactants, conditions, products, and yield Starting materials: [H-].[Al+3].[Li+].[H-].[H-].[H-] (lithium aluminum hydride), [F-].[Na+] (sodium fluoride), O (water), [N+](=O)([O-])/C=C/C1=C2N(N=C1)CCN2C=O (7-[(E)-2-nitroethenyl]-2,3-dihydro-1H-imidazo[1,2-b]pyrazole-1-carbaldehyde). Run in O1CCCC1 (tetrahydrofuran). The product is N1CCN2N=CC(=C21)CCN (2-(2,3-dihydro-1H-imidazo[1,2-b]pyrazol-7-yl)ethylamine). Yield: 75.2%. RXN SMILES: [H-].[Al+3].[Li+].[H-].[H-].[H-].[N+:7](/[CH:10]=[CH:11]/[C:12]1[CH:16]=[N:15][N:14]2[CH2:17][CH2:18][N:19](C=O)[C:13]=12)([O-])=O.[F-].[Na+].O>O1CCCC1>[NH:19]1[C:13]2[N:14]([N:15]=[CH:16][C:12]=2[CH2:11][CH2:10][NH2:7])[CH2:17][CH2:18]1 |f:0.1.2.3.4.5,7.8|. Procedure details: To a suspension of lithium aluminum hydride (465 mg) in tetrahydrofuran (10 ml) was added 7-[(E)-2-nitroethenyl]-2,3-dihydro-1H-imidazo[1,2-b]pyrazole-1-carbaldehyde (300 mg) under ice-cooling. The mixture was refluxed for 1.5 hours. After cooling on an ice bath, sodium fluoride (2.06 g) and water (0.882 ml) were added to the reaction mixture. The insoluble materials were removed by filtration. The filtrate was concentrated in vacuo to give 2-(2,3-dihydro-1H-imidazo[1,2-b]pyrazol-7-yl)ethylamine... Starting materials: O1C=C(C=C1)[C@@H]1[C@]2(C)[C@](CC1)([C@@H]1CC[C@@H]3C[C@H](CC[C@]3(C)[C@H]1CC2)O)O (17β-(3-furyl)-5β-androstane-3β,14β-diol), [H-].[Na+] (sodium hydride), C(C=C)Br (allyl bromide). Solvent: O1CCCC1 (tetrahydrofuran). Run at time 20 hour. Product: C(C=C)O[C@@H]1C[C@H]2CC[C@H]3[C@]4(CC[C@@H]([C@@]4(C)CC[C@@H]3[C@]2(CC1)C)C1=COC=C1)O (3β-(prop-2-enoxy)-17β-(3-furyl)-5β-androstan-14β-ol). Isolated yield 87.0%. As a reaction SMILES: [O:1]1[CH:5]=[CH:4][C:3]([C@H:6]2[CH2:11][CH2:10][C@:9]3([OH:26])[C@H:12]4[C@H:22]([CH2:23][CH2:24][C@:7]23[CH3:8])[C@:20]2([CH3:21])[C@@H:15]([CH2:16][C@@H:17]([OH:25])[CH2:18][CH2:19]2)[CH2:14][CH2:13]4)=[CH:2]1.[H-].[Na+].[CH2:29](Br)[CH:30]=[CH2:31]>O1CCCC1>[CH2:31]([O:25][C@H:17]1[CH2:18][CH2:19][C@@:20]2([CH3:21])[C@H:15]([CH2:14][CH2:13][C@@H:12]3[C@@H:22]2[CH2:23][CH2:24][C@@:7]2([CH3:8])[C@:9]3([OH:26])[CH2:10][CH2:11][C@@H:6]2[C:3]2[CH:4]=[CH:5][O:1][CH:2]=2)[CH2:16]1)[CH:30]=[CH2:29] |f:1.2|. Reported procedure: To a solution of 0.60 g of 17β-(3-furyl)-5β-androstane-3β,14β-diol (II-a: Ref. comp.) (Minato H. and Nagasaki T., J. Chem. Soc.(C), 1966, 377) in 50 ml of dry tetrahydrofuran, 0.44 g of sodium hydride (60% dispersion in mineral oil) were added under nitrogen atmosphere at room temperature and the resulting mixture was stirred at reflux temperature for 6 hrs; 1.4 g of allyl bromide were added and the reflux continued for further 20 hrs. The mixture was quenched with water and the organic solvent ... The reactants are N1=C(C=CC(=C1)C(=O)OC)C(=O)OC (dimethyl pyridine-2,5-dicarboxylate), OO (hydrogen peroxide). The solvent is C(C)(=O)O (acetic acid). Reaction conditions: temperature 20 celsius. The product is COC(=O)C1=CC=C([N+](=C1)[O-])C(=O)O (5-Methoxycarbonylpyridine-2-carboxylic acid-1-oxide). As a reaction SMILES: [N:1]1[CH:6]=[C:5]([C:7]([O:9][CH3:10])=[O:8])[CH:4]=[CH:3][C:2]=1[C:11]([O:13]C)=[O:12].[OH:15]O>C(O)(=O)C>[CH3:10][O:9][C:7]([C:5]1[CH:6]=[N+:1]([O-:15])[C:2]([C:11]([OH:13])=[O:12])=[CH:3][CH:4]=1)=[O:8]. Procedure details: 12 g (60 mmol) of dimethyl pyridine-2,5-dicarboxylate were suspended in 30 ml of glacial acetic acid and treated with 13 ml of hydrogen peroxide (35%) at 20° C. with stirring. The mixture was then heated with stirring to 100° C. (internal temperature), a clear solution being formed at 50° C. After the mixture had been stirred at 100° C. for 90 min, it was allowed to cool to 20° C., the crystalline precipitate was filtered off with suction and washed with water and, after drying, 7.5 g of product... Starting materials: CC(=O)SCC(C)C(=O)O, CCC1NC(C(=O)O)CS1, [Cl-], [Na+], [OH-]. Product: CCC1SCC(C(=O)O)N1C(=O)C(C)CSC(C)=O. Reaction SMILES: [C:2]([CH3:3])(=[O:4])[S:5][CH2:6][CH:7]([C:8](=[O:9])[OH:10])[CH3:11].[CH2:12]([CH3:13])[CH:14]1[S:15][CH2:16][CH:17]([C:19](=[O:20])[OH:21])[NH:18]1.[Cl-:1].[Na+:23].[OH-:22]>>[C:2]([CH3:3])(=[O:4])[S:5][CH2:6][CH:7]([C:8](=[O:10])[N:18]1[CH:14]([CH2:12][CH3:13])[S:15][CH2:16][CH:17]1[C:19](=[O:20])[OH:21])[CH3:11]. Starting materials: CCCCc1ccc(C#Cc2ccc(CN(Cc3ccc(OCC(=O)OC)cc3)C(=O)c3ccc(O)nc3)cc2)cc1, C1CCOC1, CO, [Na+], [OH-]. Yields the product CCCCc1ccc(C#Cc2ccc(CN(Cc3ccc(OCC(=O)O)cc3)C(=O)c3ccc(O)nc3)cc2)cc1. Reaction SMILES: [CH2:1]([CH2:2][CH2:3][CH3:4])[c:5]1[cH:6][cH:7][c:8]([C:11]#[C:12][c:13]2[cH:14][cH:15][c:16]([CH2:17][N:18]([C:19](=[O:20])[c:21]3[cH:22][n:23][c:24]([OH:27])[cH:25][cH:26]3)[CH2:28][c:29]3[cH:30][cH:31][c:32]([O:33][CH2:34][C:35](=[O:36])[O:37][CH3:38])[cH:39][cH:40]3)[cH:41][cH:42]2)[cH:9][cH:10]1.[CH2:47]1[O:48][CH2:49][CH2:50][CH2:51]1.[CH3:45][OH:46].[Na+:44].[OH-:43]>>[CH2:1]([CH2:2][CH2:3][CH3:4])[c:5]1[cH:6][cH:7][c:8]([C:11]#[C:12][c:13]2[cH:14][cH:15][c:16]([CH2:17][N:18]([C:19](=[O:20])[c:21]3[cH:22][n:23][c:24]([OH:27])[cH:25][cH:26]3)[CH2:28][c:29]3[cH:30][cH:31][c:32]([O:33][CH2:34][C:35](=[O:36])[OH:37])[cH:39][cH:40]3)[cH:41][cH:42]2)[cH:9][cH:10]1. Reactants: C(C1=CC=CC=C1)OC(=O)NC1CC(CCC1)C(=O)O (3-Benzyloxycarbonylamino-cyclohexanecarboxylic acid), TEA, C=1C=CC2=C(C1)N=NN2O (HOBt), NC=1C(N(C2=NC=CC=C2C1N)C)=O (3,4-diamino-1-methyl-1H-[1,8]naphthyridin-2-one), CCN=C=NCCCN(C)C (EDCI). As a reaction SMILES: [CH2:1]([O:8][C:9]([NH:11][CH:12]1[CH2:17][CH2:16][CH2:15][CH:14]([C:18]([OH:20])=O)[CH2:13]1)=[O:10])[C:2]1[CH:7]=[CH:6][CH:5]=[CH:4][CH:3]=1.C1C=CC2N(O)N=NC=2C=1.[NH2:31][C:32]1[C:33](=[O:44])[N:34]([CH3:43])[C:35]2[C:40]([C:41]=1[NH2:42])=[CH:39][CH:38]=[CH:37][N:36]=2.CCN=C=NCCCN(C)C>CN(C=O)C.O>[CH2:1]([O:8][C:9](=[O:10])[NH:11][CH:12]1[CH2:17][CH2:16][CH2:15][CH:14]([C:18](=[O:20])[NH:31][C:32]2[C:33](=[O:44])[N:34]([CH3:43])[C:35]3[C:40]([C:41]=2[NH2:42])=[CH:39][CH:38]=[CH:37][N:36]=3)[CH2:13]1)[C:2]1[CH:3]=[CH:4][CH:5]=[CH:6][CH:7]=1. Reported procedure: 3-Benzyloxycarbonylamino-cyclohexanecarboxylic acid (0.277 g, 1.0 mmol), TEA (0.10 g, 1.0 mmol), and HOBt (0.135 g, 1.0 mmol) were added sequentially to a stirred solution of 3,4-diamino-1-methyl-1H-[1,8]naphthyridin-2-one (0.19 g, 1.0 mmol) in DMF (8 mL) at room temperature. The solution was cooled to 0° C. and EDCI (0.19 g, 1.0 mmol) was added. The resulting solution was allowed to stir, with warming to room temperature, for 17 h. The mixture was diluted with water (5 mL) and extracted with CH... Conditions: temperature 0 celsius. Yields the product C(C1=CC=CC=C1)OC(NC1CC(CCC1)C(NC=1C(N(C2=NC=CC=C2C1N)C)=O)=O)=O ([3-(4-amino-1-methyl-2-oxo-1,2-dihydro-[1,8]naphthyridin-3-ylcarbamoyl)-cyclohexyl]carbamic acid benzyl ester), diamine. Isolated yield 32.0%. The solvent is O (water), CN(C)C=O (DMF). Reactants: FC(C(=O)O)(F)F (Trifluoroacetic acid), COC([C@H](C1=CC=C(C=C1)C1=C(C=C(C=C1)C(CC)(CC)C1=CC(=C(C=C1)CCC(C(C)(C)C)O[Si](C)(C)C(C)(C)C)C)C)NC(=O)OC(C)(C)C)=O ((S)-t-butoxycarbonylamino-[4′-(1-{4-[3-(t-butyl-dimethyl-silanyloxy)-4,4-dimethyl-pentyl]-3-methyl-phenyl}-1-ethyl-propyl)-2′-methyl-biphenyl-4-yl]acetic acid methyl ester). Solvent: ClCCl (dichloromethane). Conditions: time 30 minute. Yields the product COC([C@H](C1=CC=C(C=C1)C1=C(C=C(C=C1)C(CC)(C1=CC(=C(C=C1)CCC(C(C)(C)C)O)C)CC)C)N)=O ((S)-amino-(4′-{1-ethyl-1-[4-(3-hydroxy-4,4-dimethyl-pentyl)-3-methyl-phenyl]-propyl}-2′-methyl-biphenyl-4-yl)-acetic Acid Methyl Ester). Yield: 83.0%. Reaction SMILES: FC(F)(F)C(O)=O.[CH3:8][O:9][C:10](=[O:60])[C@@H:11]([NH:52]C(OC(C)(C)C)=O)[C:12]1[CH:17]=[CH:16][C:15]([C:18]2[CH:23]=[CH:22][C:21]([C:24]([C:29]3[CH:34]=[CH:33][C:32]([CH2:35][CH2:36][CH:37]([O:42][Si](C(C)(C)C)(C)C)[C:38]([CH3:41])([CH3:40])[CH3:39])=[C:31]([CH3:50])[CH:30]=3)([CH2:27][CH3:28])[CH2:25][CH3:26])=[CH:20][C:19]=2[CH3:51])=[CH:14][CH:13]=1>ClCCl>[CH3:8][O:9][C:10](=[O:60])[C@@H:11]([NH2:52])[C:12]1[CH:13]=[CH:14][C:15]([C:18]2[CH:23]=[CH:22][C:21]([C:24]([CH2:25][CH3:26])([C:29]3[CH:34]=[CH:33][C:32]([CH2:35][CH2:36][CH:37]([OH:42])[C:38]([CH3:39])([CH3:40])[CH3:41])=[C:31]([CH3:50])[CH:30]=3)[CH2:27][CH3:28])=[CH:20][C:19]=2[CH3:51])=[CH:16][CH:17]=1. Procedure details: Trifluoroacetic acid (0.25 mL) was added to a solution of (S)-t-butoxycarbonylamino-[4′-(1-{4-[3-(t-butyl-dimethyl-silanyloxy)-4,4-dimethyl-pentyl]-3-methyl-phenyl}-1-ethyl-propyl)-2′-methyl-biphenyl-4-yl]acetic acid methyl ester (Example 166-(2); 20.3 mg, 0.0273 mmol) in dichloromethane (1.3 mL) at room temperature, and the mixture was stirred at room temperature for 30 minutes. The solvent in the reaction solution was distilled off under reduced pressure, and the residue was diluted with dieth... RXN SMILES: [NH2:1][C:2]1[CH:10]=[CH:9][C:5]([C:6]([OH:8])=O)=[CH:4][N:3]=1.C1N=CN(C(N2C=NC=C2)=O)C=1.[CH3:23][N:24]1[CH2:29][CH2:28][NH:27][CH2:26][CH2:25]1>CN(C)C=O>[NH2:1][C:2]1[CH:10]=[CH:9][C:5]([C:6]([N:27]2[CH2:28][CH2:29][N:24]([CH3:23])[CH2:25][CH2:26]2)=[O:8])=[CH:4][N:3]=1. Run in CN(C=O)C (dimethylformamide). Conditions: temperature 70 celsius. Reactants: C1=CN(C=N1)C(=O)N2C=CN=C2 (N,N-carbonyldiimidazole), NC1=NC=C(C(=O)O)C=C1 (6-amino-nicotinic acid), CN1CCNCC1 (N-methylpiperazine). Product: NC1=NC=C(C=C1)C(=O)N1CCN(CC1)C (2-amino-5-(4-methyl-piperazin-1-yl-carbonyl)-pyridine). Procedure details: 3.00 g 6-amino-nicotinic acid are dissolved in 30 ml of dimethylformamide and 4.05 g of N,N-carbonyldiimidazole are added. The mixture is briefly heated to 70° C. and then stirred for a further hour at ambient temperature. After this time 4.85 ml of N-methylpiperazine are added and the mixture is stirred for 12 hours at ambient temperature. The solvent is eliminated and the residue is purified through a silica gel column with methylene chloride/ethanol/ammonia 7:1:0.1 as eluant.